Dataset: the Open Reaction Database (ORD), a public repository of structured organic reaction records. Task: describe an organic reaction: reactants, conditions, products, and yield The reactants are [BH4-], CCO, Cl, [Na+], O=S1(=O)N=C2CCCN2c2ccc(Oc3ccc(Cc4noc(=S)[nH]4)cc3)cc21. Product: O=S1(=O)NC2CCCN2c2ccc(Oc3ccc(Cc4noc(=S)[nH]4)cc3)cc21. Reaction SMILES: [BH4-:30].[CH3:33][CH2:34][OH:35].[ClH:32].[Na+:31].[O:1]=[S:2]1(=[O:29])[N:3]=[C:4]2[N:5]([c:6]3[c:7]1[cH:8][c:9]([O:12][c:13]1[cH:14][cH:15][c:16]([CH2:17][c:18]4[n:19][o:20][c:21](=[S:23])[nH:22]4)[cH:24][cH:25]1)[cH:10][cH:11]3)[CH2:26][CH2:27][CH2:28]2>>[O:1]=[S:2]1(=[O:29])[NH:3][CH:4]2[N:5]([c:6]3[c:7]1[cH:8][c:9]([O:12][c:13]1[cH:14][cH:15][c:16]([CH2:17][c:18]4[n:19][o:20][c:21](=[S:23])[nH:22]4)[cH:24][cH:25]1)[cH:10][cH:11]3)[CH2:26][CH2:27][CH2:28]2. Reactants: COC1=C2C=C(NC2=CC=C1)C (4-Methoxy-2-methyl-1H-indole), [H-].[Na+] (sodium hydride), CCCCCC (hexane), CN(C)C=O (DMF), CN(C)C=O (DMF). Reagents/catalysts: C(C1=CC=CC=C1)Br (benzyl bromide). Solvent: O (water). Run at time 0.5 hour. Yields the product COC1=C2C=C(N(C2=CC=C1)CC1=CC=CC=C1)C (4-methoxy-2-methyl-1-(phenylmethyl)-1H-indole). The yield is 84.0%. Reaction SMILES: [CH3:1][O:2][C:3]1[CH:11]=[CH:10][CH:9]=[C:8]2[C:4]=1[CH:5]=[C:6]([CH3:12])[NH:7]2.[H-].[Na+].[CH3:15][CH2:16][CH2:17][CH2:18][CH2:19][CH3:20].[CH3:21]N(C=O)C>O.C(Br)C1C=CC=CC=1>[CH3:1][O:2][C:3]1[CH:11]=[CH:10][CH:9]=[C:8]2[C:4]=1[CH:5]=[C:6]([CH3:12])[N:7]2[CH2:21][C:17]1[CH:16]=[CH:15][CH:20]=[CH:19][CH:18]=1 |f:1.2|. Procedure: 4-Methoxy-2-methyl-1H-indole (1 g, 6.2 mmol) was added to 248 mg (6.2 mmol) of 60% sodium hydride/mineral oil (washed with hexane before adding DMF) in 15 mL of DMF and after stirring for 0.5 hour, 0.74 mL (6.2 nmol) of benzyl bromide was added. The mixture was stirred at room temperature for 18 hours, diluted with water and extracted with ethyl acetate. The ethyl acetate solution was washed with brine, dried (MgSO4) and after concentrating at reduced pressure, the residue was chromatographed on...